Dataset: the Open Reaction Database (ORD), a public repository of structured organic reaction records. Task: describe an organic reaction: reactants, conditions, products, and yield Starting materials: [Cl-].C(C)[Al+]CC (diethyl aluminum chloride), ClC1=C(C=C2C=CNC2=C1)C(=O)OC (methyl 6-chloro-1H-indole-5-carboxylate), C(C)(=O)Cl (acetyl chloride). The solvent is ClCCl (dichloromethane), ClCCl (dichloromethane). Run at time 30 minute. Product: C(C)(=O)C1=CNC2=CC(=C(C=C12)C(=O)OC)Cl (methyl 3-acetyl-6-chloro-1H-indole-5-carboxylate). Isolated yield 72.8%. RXN SMILES: [Cl:1][C:2]1[CH:10]=[C:9]2[C:5]([CH:6]=[CH:7][NH:8]2)=[CH:4][C:3]=1[C:11]([O:13][CH3:14])=[O:12].[Cl-].C([Al+]CC)C.[C:21](Cl)(=[O:23])[CH3:22]>ClCCl>[C:21]([C:6]1[C:5]2[C:9](=[CH:10][C:2]([Cl:1])=[C:3]([C:11]([O:13][CH3:14])=[O:12])[CH:4]=2)[NH:8][CH:7]=1)(=[O:23])[CH3:22] |f:1.2|. Procedure details: To a solution of methyl 6-chloro-1H-indole-5-carboxylate (0.5 g, 2.4 mmol) in dichloromethane at 0 C, was added drop-wise, a solution of diethyl aluminum chloride (3.6 mL, 1M) and stirred under nitrogen for 45 min. To this mixture, added a solution of acetyl chloride (0.3 g, 3.8 mmol) in dichloromethane (3 mL). The resulting mixture was stirred for 3 h and at room temperature for 30 min. The reaction was quenched by the addition of cold Tris buffer (pH 7.5, 1 mM and added dichloromethane (2×15 m... The reactants are CCOC(C)=O, CCCn1c(=O)c2[nH]c(C3=CC4CCC(C3)C4C(=O)O)nc2n(CCC)c1=O. Yields the product CCCn1c(=O)c2[nH]c(C3CC4CCC(C3)C4C(=O)O)nc2n(CCC)c1=O. Reaction SMILES: [CH3:29][CH2:30][O:31][C:32](=[O:33])[CH3:34].[O:1]=[c:2]1[n:3]([CH2:26][CH2:27][CH3:28])[c:4](=[O:25])[c:5]2[nH:6][c:7]([C:14]3=[CH:15][CH:16]4[CH2:17][CH2:18][CH:19]([CH2:20]3)[CH:21]4[C:22](=[O:23])[OH:24])[n:8][c:9]2[n:10]1[CH2:11][CH2:12][CH3:13]>>[O:1]=[c:2]1[n:3]([CH2:26][CH2:27][CH3:28])[c:4](=[O:25])[c:5]2[nH:6][c:7]([CH:14]3[CH2:15][CH:16]4[CH2:17][CH2:18][CH:19]([CH2:20]3)[CH:21]4[C:22](=[O:23])[OH:24])[n:8][c:9]2[n:10]1[CH2:11][CH2:12][CH3:13]. Reactants: NC=1C2=C(N=CN1)N(C=C2Br)CCC2CCN(CC2)C(=O)OC(C)(C)C (1,1-dimethylethyl 4-[2-(4-amino-5-bromo-7H-pyrrolo[2,3-d]pyrimidin-7-yl)ethyl]-1-piperidinecarboxylate), FC1=C(C=C(C=C1)F)CC(=O)N1CCC2=CC(=CC=C12)B1OC(C(O1)(C)C)(C)C (1-[(2,5-difluorophenyl)acetyl]-5-(4,4,5,5-tetramethyl-1,3,2-dioxaborolan-2-yl)-2,3-dihydro-1H-indole), C(=O)(O)[O-].[Na+] (NaHCO3). Reagents/catalysts: C=1C=CC(=CC1)[P](C=2C=CC=CC2)(C=3C=CC=CC3)[Pd]([P](C=4C=CC=CC4)(C=5C=CC=CC5)C=6C=CC=CC6)([P](C=7C=CC=CC7)(C=8C=CC=CC8)C=9C=CC=CC9)[P](C=1C=CC=CC1)(C=1C=CC=CC1)C=1C=CC=CC1 (Pd(Ph3P)4). The solvent is O1CCOCC1 (1,4-Dioxane). Reaction conditions: temperature 100 celsius, time 4 hour. The product is NC=1C2=C(N=CN1)N(C=C2C=2C=C1CCN(C1=CC2)C(CC2=C(C=CC(=C2)F)F)=O)CCC2CCN(CC2)C(=O)OC(C)(C)C (1,1-dimethylethyl 4-[2-(4-amino-5-{1-[(2,5-difluorophenyl)acetyl]-2,3-dihydro-1H-indol-5-yl}-7H-pyrrolo[2,3-d]pyrimidin-7-yl)ethyl]-1-piperidinecarboxylate). The yield is 47.3%. As a reaction SMILES: [NH2:1][C:2]1[C:3]2[C:10](Br)=[CH:9][N:8]([CH2:12][CH2:13][CH:14]3[CH2:19][CH2:18][N:17]([C:20]([O:22][C:23]([CH3:26])([CH3:25])[CH3:24])=[O:21])[CH2:16][CH2:15]3)[C:4]=2[N:5]=[CH:6][N:7]=1.[F:27][C:28]1[CH:33]=[CH:32][C:31]([F:34])=[CH:30][C:29]=1[CH2:35][C:36]([N:38]1[C:46]2[C:41](=[CH:42][C:43](B3OC(C)(C)C(C)(C)O3)=[CH:44][CH:45]=2)[CH2:40][CH2:39]1)=[O:37].C([O-])(O)=O.[Na+]>C1C=CC([P]([Pd]([P](C2C=CC=CC=2)(C2C=CC=CC=2)C2C=CC=CC=2)([P](C2C=CC=CC=2)(C2C=CC=CC=2)C2C=CC=CC=2)[P](C2C=CC=CC=2)(C2C=CC=CC=2)C2C=CC=CC=2)(C2C=CC=CC=2)C2C=CC=CC=2)=CC=1.O1CCOCC1>[NH2:1][C:2]1[C:3]2[C:10]([C:43]3[CH:42]=[C:41]4[C:46](=[CH:45][CH:44]=3)[N:38]([C:36](=[O:37])[CH2:35][C:29]3[CH:30]=[C:31]([F:34])[CH:32]=[CH:33][C:28]=3[F:27])[CH2:39][CH2:40]4)=[CH:9][N:8]([CH2:12][CH2:13][CH:14]3[CH2:19][CH2:18][N:17]([C:20]([O:22][C:23]([CH3:26])([CH3:25])[CH3:24])=[O:21])[CH2:16][CH2:15]3)[C:4]=2[N:5]=[CH:6][N:7]=1 |f:2.3,^1:64,66,85,104|. Procedure details: To 1,1-dimethylethyl 4-[2-(4-amino-5-bromo-7H-pyrrolo[2,3-d]pyrimidin-7-yl)ethyl]-1-piperidinecarboxylate (220 mg, 0.518 mmol) and 1-[(2,5-difluorophenyl)acetyl]-5-(4,4,5,5-tetramethyl-1,3,2-dioxaborolan-2-yl)-2,3-dihydro-1H-indole (290 mg, 0.726 mmol) in a 5 ml sealable vial was added 1,4-Dioxane (2 mL) and saturated NaHCO3 (1 mL). The mixture was then bubbled with N2 for 10 minutes then Pd(Ph3P)4 (59.9 mg, 0.052 mmol) was added and N2 was bubbled for 5 minutes. The mixture was then capped and ... Reactants: O=C([O-])O, CN(C)C=O, CCC(C)(C)c1cc(C)n(N2C(=O)c3ccccc3C2=O)c1, [Na+], O=P(Cl)(Cl)Cl. Yields the product CCC(C)(C)c1cc(C)n(N2C(=O)c3ccccc3C2=O)c1C=O. Reaction SMILES: [C:28]([O-:29])(=[O:30])[OH:31].[CH3:33][N:34]([CH3:35])[CH:36]=[O:37].[CH3:6][C:7]([CH2:8][CH3:9])([CH3:10])[c:11]1[cH:12][c:13]([CH3:27])[n:14]([N:16]2[C:17](=[O:26])[c:18]3[cH:19][cH:20][cH:21][cH:22][c:23]3[C:24]2=[O:25])[cH:15]1.[Na+:32].[P:1]([Cl:2])([Cl:3])([Cl:4])=[O:5]>>[CH3:6][C:7]([CH2:8][CH3:9])([CH3:10])[c:11]1[cH:12][c:13]([CH3:27])[n:14]([N:16]2[C:17](=[O:26])[c:18]3[cH:19][cH:20][cH:21][cH:22][c:23]3[C:24]2=[O:25])[c:15]1[CH:28]=[O:29]. Reactants: OOS(=O)[O-].[K+] (OXONE), O[C@H](C)[C@@H]1[C@@H]2N(C(=C([C@@H]2C)C2=CN3C(S2)=C(N=C3C)SC)C(=O)OCC3=CC=C(C=C3)[N+](=O)[O-])C1=O (4-Nitrobenzyl(1S,5R,6S)-6-((1R)-1-hydroxyethyl)-1-methyl-2-(5-methyl-7-methylthioimidazo[5,1-b]thiazol-2-yl)-1-carbapen-2-em-3-carboxylate), C(O)([O-])=O.[Na+] (sodium hydrogencarbonate). Solvent: O (water), C1CCOC1 (THF). Conditions: time 1.5 hour. Product: O[C@H](C)[C@@H]1[C@@H]2N(C(=C([C@@H]2C)C2=CN3C(S2)=C(N=C3C)S(=O)(=O)C)C(=O)OCC3=CC=C(C=C3)[N+](=O)[O-])C1=O (4-nitrobenzyl(1S,5R,6S)-6-((1R)-1-hydroxyethyl)-2-(7-methanesulfonyl-5-methylimidazo[5,1-b]thiazol-2-yl)-1-methyl-1-carbapen-2-em-3-carboxylate). Reaction SMILES: [OH:1][C@@H:2]([C@H:4]1[C:35](=[O:36])[N:6]2[C:7]([C:22]([O:24][CH2:25][C:26]3[CH:31]=[CH:30][C:29]([N+:32]([O-:34])=[O:33])=[CH:28][CH:27]=3)=[O:23])=[C:8]([C:11]3[S:15][C:14]4=[C:16](SC)[N:17]=[C:18]([CH3:19])[N:13]4[CH:12]=3)[C@H:9]([CH3:10])[C@H:5]12)[CH3:3].O[O:38][S:39]([O-:41])=O.[K+].[C:43](=O)([O-])O.[Na+]>C1COCC1.O>[OH:1][C@@H:2]([C@H:4]1[C:35](=[O:36])[N:6]2[C:7]([C:22]([O:24][CH2:25][C:26]3[CH:31]=[CH:30][C:29]([N+:32]([O-:34])=[O:33])=[CH:28][CH:27]=3)=[O:23])=[C:8]([C:11]3[S:15][C:14]4=[C:16]([S:39]([CH3:43])(=[O:41])=[O:38])[N:17]=[C:18]([CH3:19])[N:13]4[CH:12]=3)[C@H:9]([CH3:10])[C@H:5]12)[CH3:3] |f:1.2,3.4|. Procedure: 4-Nitrobenzyl(1S,5R,6S)-6-((1R)-1-hydroxyethyl)-1-methyl-2-(5-methyl-7-methylthioimidazo[5,1-b]thiazol-2-yl)-1-carbapen-2-em-3-carboxylate (315 mg) was dissolved in 6 ml of THF and 6 ml of water. To the solution was added 368 mg of OXONE (manufactured by Du Pont (E.I.) de Nemours & Co.) under ice cooling. The mixture was stirred at the same temperature for 1.5 hr. An aqueous sodium hydrogencarbonate solution was added thereto, followed by extraction with dichloromethane. The extract was dried ov... The reactants are FC1=C(C=O)C(=CC=C1)OC (2-Fluoro-6-methoxy-benzaldehyde), BrC1=NC=C(C=C1N(S(=O)(=O)C1=CC(=CC=C1)C(F)(F)F)COC)Cl (N-(2-Bromo-5-chloro-pyridin-3-yl)-N-methoxymethyl-3-trifluoromethyl-benzenesulfonamide), C(C)(C)[Mg]Cl (isopropylmagnesium chloride). Solvent: C1CCOC1 (THF), C1CCOC1 (THF). Run at time 30 minute. The product is ClC=1C=C(C(=NC1)C(O)C1=C(C=CC=C1OC)F)N(S(=O)(=O)C1=CC(=CC=C1)C(F)(F)F)COC (N-{5-chloro-2-[(2-fluoro-6-methoxy-phenyl)-hydroxy-methyl]-pyridin-3-yl}-N-methoxymethyl-3-trifluoromethyl-benzenesulfonamide). As a reaction SMILES: Br[C:2]1[C:7]([N:8]([CH2:22][O:23][CH3:24])[S:9]([C:12]2[CH:17]=[CH:16][CH:15]=[C:14]([C:18]([F:21])([F:20])[F:19])[CH:13]=2)(=[O:11])=[O:10])=[CH:6][C:5]([Cl:25])=[CH:4][N:3]=1.C([Mg]Cl)(C)C.[F:31][C:32]1[CH:39]=[CH:38][CH:37]=[C:36]([O:40][CH3:41])[C:33]=1[CH:34]=[O:35]>C1COCC1>[Cl:25][C:5]1[CH:6]=[C:7]([N:8]([CH2:22][O:23][CH3:24])[S:9]([C:12]2[CH:17]=[CH:16][CH:15]=[C:14]([C:18]([F:21])([F:20])[F:19])[CH:13]=2)(=[O:11])=[O:10])[C:2]([CH:34]([C:33]2[C:36]([O:40][CH3:41])=[CH:37][CH:38]=[CH:39][C:32]=2[F:31])[OH:35])=[N:3][CH:4]=1. Procedure details: To a stirred solution of N-(2-Bromo-5-chloro-pyridin-3-yl)-N-methoxymethyl-3-trifluoromethyl-benzenesulfonamide (459 mg, 1.00 mmol) in anhydrous THF (5 mL) at −10° C. was added 2 M isopropylmagnesium chloride in THF (1.1 mL, 2.2 mmol) and stirred at the same temperature for 30 min. 2-Fluoro-6-methoxy-benzaldehyde (308 mg, 2.00 mmol) was subsequently added in one portion, and the reaction mixture was warmed to room temperature and stirred overnight (18 h). It was then quenched with saturated aque... The reactants are CO, [Na], O, CC(O)(C=CC1CC=CC(=O)O1)C(CC(O)C=CC=CC=CCO)OP(=O)(O)O. Yields the product CC(O)(C=CC1CC=CC(=O)O1)C(O)CC(O)C=CC=CC=CCO. Reaction SMILES: [CH3:31][OH:32].[Na:1].[OH2:33].[OH:2][C:3]([CH:4]=[CH:5][CH:6]1[CH2:7][CH:8]=[CH:9][C:10](=[O:12])[O:11]1)([CH:13]([CH2:14][CH:15]([CH:16]=[CH:17][CH:18]=[CH:19][CH:20]=[CH:21][CH2:22][OH:23])[OH:24])[O:25][P:26]([OH:27])([OH:28])=[O:29])[CH3:30]>>[OH:2][C:3]([CH:4]=[CH:5][CH:6]1[CH2:7][CH:8]=[CH:9][C:10](=[O:12])[O:11]1)([CH:13]([CH2:14][CH:15]([CH:16]=[CH:17][CH:18]=[CH:19][CH:20]=[CH:21][CH2:22][OH:23])[OH:24])[OH:25])[CH3:30]. Product: COC1=NS(=O)(=O)N=C1NCCSCc1nc[nH]c1C. Starting materials: Cc1[nH]cnc1CSCCN, COC1=NS(=O)(=O)N=C1OC, CO. RXN SMILES: [CH3:12][c:13]1[c:14]([CH2:18][S:19][CH2:20][CH2:21][NH2:22])[n:15][cH:16][nH:17]1.[CH3:1][O:2][C:3]1=[N:4][S:5](=[O:10])(=[O:11])[N:6]=[C:7]1[O:8][CH3:9].[CH3:23][OH:24]>>[CH3:1][O:2][C:3]1=[N:4][S:5](=[O:10])(=[O:11])[N:6]=[C:7]1[NH:22][CH2:21][CH2:20][S:19][CH2:18][c:14]1[c:13]([CH3:12])[nH:17][cH:16][n:15]1. Starting materials: CC1CCN(CC(O)C2OC(C)(C)N(C(=O)OCc3ccccc3)C2CC2CCCCC2)CC1, CCO, [Pd]. Yields the product CC1CCN(CC(O)C(O)C(N)CC2CCCCC2)CC1. Reaction SMILES: [CH2:1]([O:2][C:3](=[O:7])[N:11]1[C:4]([CH3:5])([CH3:6])[O:13][CH:14]([CH:23]([CH2:24][N:25]2[CH2:26][CH2:27][CH:28]([CH3:31])[CH2:29][CH2:30]2)[OH:32])[CH:15]1[CH2:16][CH:17]1[CH2:18][CH2:19][CH2:20][CH2:21][CH2:22]1)[c:8]1[cH:9][cH:10][cH:12][cH:33][cH:34]1.[CH3:35][CH2:36][OH:37].[Pd:38]>>[NH2:11][CH:15]([CH:14]([OH:13])[CH:23]([CH2:24][N:25]1[CH2:26][CH2:27][CH:28]([CH3:31])[CH2:29][CH2:30]1)[OH:32])[CH2:16][CH:17]1[CH2:18][CH2:19][CH2:20][CH2:21][CH2:22]1.